Dataset: the Open Reaction Database (ORD), a public repository of structured organic reaction records. Task: describe an organic reaction: reactants, conditions, products, and yield The reactants are C(CCCCCCCCCCCCCCC)N (hexadecylamine), C(C=C)(=O)OC (methyl acrylate). Solvent: CO (methanol). Conditions: time 8 hour. Yields the product C(CCCCCCCCCCCCCCC)NC(C(=O)OC)C (Methyl 2-hexadecylaminopropionate). As a reaction SMILES: [CH2:1]([NH2:17])[CH2:2][CH2:3][CH2:4][CH2:5][CH2:6][CH2:7][CH2:8][CH2:9][CH2:10][CH2:11][CH2:12][CH2:13][CH2:14][CH2:15][CH3:16].[C:18]([O:22][CH3:23])(=[O:21])[CH:19]=[CH2:20]>CO>[CH2:1]([NH:17][CH:19]([CH3:20])[C:18]([O:22][CH3:23])=[O:21])[CH2:2][CH2:3][CH2:4][CH2:5][CH2:6][CH2:7][CH2:8][CH2:9][CH2:10][CH2:11][CH2:12][CH2:13][CH2:14][CH2:15][CH3:16]. Reported procedure: 66.4 g of hexadecylamine are dissolved in 250 ml of methanol. 27 ml of methyl acrylate are added and the mixture is left to stand overnight. After removal of the solvent by distillation the residue is recrystallised from ethyl acetate. Starting materials: CC=1C=C2C(=CC1C)N(C3=NC(=O)NC(=O)C3=N2)C[C@@H]([C@@H]([C@@H](CO)O)O)O (E101), CC=1C=C2C(=CC1C)N(C3=NC(=O)NC(=O)C3=N2)C[C@@H]([C@@H]([C@@H](CO)O)O)O (E101), FC1=C(C(=O)NC2=NN(C=C2)CC2=C(C=CC(=C2)[N+](=O)[O-])C(F)(F)F)C(=CC=C1)F (2,6-difluoro-N-(1-{[5-nitro-2-(trifluoromethyl)phenyl]methyl}-1H-pyrazol-3-yl)benzamide), Intermediate 40. The reagents and catalysts are [Pd] (palladium on activated carbon), [Pd] (palladium on activated carbon). Solvent: C(C)O (ethanol). The product is NC=1C=CC(=C(C1)CN1N=C(C=C1)NC(C1=C(C=CC=C1F)F)=O)C(F)(F)F (N-(1-{[5-amino-2-(trifluoromethyl)phenyl]methyl}-1H-pyrazol-3-yl)-2,6-difluorobenzamide). As a reaction SMILES: CC1C=C2N=C3C(=NC(NC3=O)=O)N(C[C@H](O)[C@H](O)[C@H](O)CO)C2=CC=1C.[F:28][C:29]1[CH:56]=[CH:55][CH:54]=[C:53]([F:57])[C:30]=1[C:31]([NH:33][C:34]1[CH:38]=[CH:37][N:36]([CH2:39][C:40]2[CH:45]=[C:44]([N+:46]([O-])=O)[CH:43]=[CH:42][C:41]=2[C:49]([F:52])([F:51])[F:50])[N:35]=1)=[O:32]>[Pd].C(O)C>[NH2:46][C:44]1[CH:43]=[CH:42][C:41]([C:49]([F:51])([F:52])[F:50])=[C:40]([CH2:39][N:36]2[CH:37]=[CH:38][C:34]([NH:33][C:31](=[O:32])[C:30]3[C:29]([F:28])=[CH:56][CH:55]=[CH:54][C:53]=3[F:57])=[N:35]2)[CH:45]=1. Reported procedure: To 10% palladium on activated carbon degussa type E101 NE/W (wet) (440 mg, 4.14 mmol, Aldrich) was added a slight suspension of the 2,6-difluoro-N-(1-{[5-nitro-2-(trifluoromethyl)phenyl]methyl}-1H-pyrazol-3-yl)benzamide (for a preparation see Intermediate 40) (2.0 g, 4.69 mmol) in a solution of ethanol (80 ml) under vacuum. A further amount of 10% palladium on activated carbon degussa type E101 NE/W (wet) (0.2 g) was added after 2 h. The suspension was hydrogenated for a total of 4 h at ambient ... Starting materials: COc1cccc([N+](=O)[O-])c1CBr, CCO, N#C[Na]. Product: COc1cccc([N+](=O)[O-])c1CC#N. As a reaction SMILES: [Br:4][CH2:5][c:6]1[c:7]([O:15][CH3:16])[cH:8][cH:9][cH:10][c:11]1[N+:12](=[O:13])[O-:14].[CH3:17][CH2:18][OH:19].[Na:1][C:2]#[N:3]>>[C:2](#[N:3])[CH2:5][c:6]1[c:7]([O:15][CH3:16])[cH:8][cH:9][cH:10][c:11]1[N+:12](=[O:13])[O-:14]. Reactants: CN(S(=O)(=O)Cl)C (dimethylsulfamoyl chloride), NCCOCCN1C(=NC=2C(=NC(=C(C21)C)C)N)C (1-[2-(2-aminoethoxy)ethyl]-2,6,7-trimethyl-1H-imidazo[4,5-c]pyridin-4-amine). Yields the product NC1=NC(=C(C2=C1N=C(N2CCOCCNS(=O)(=O)N(C)C)C)C)C (N′-{2-[2-(4-Amino-2,6,7-trimethyl-1H-imidazo[4,5-c]pyridin-1-yl)ethoxy)ethyl}-N,N-dimethylsulfamide). As a reaction SMILES: [CH3:1][N:2]([CH3:7])[S:3](Cl)(=[O:5])=[O:4].[NH2:8][CH2:9][CH2:10][O:11][CH2:12][CH2:13][N:14]1[C:22]2[C:21]([CH3:23])=[C:20]([CH3:24])[N:19]=[C:18]([NH2:25])[C:17]=2[N:16]=[C:15]1[CH3:26]>>[NH2:25][C:18]1[C:17]2[N:16]=[C:15]([CH3:26])[N:14]([CH2:13][CH2:12][O:11][CH2:10][CH2:9][NH:8][S:3]([N:2]([CH3:7])[CH3:1])(=[O:5])=[O:4])[C:22]=2[C:21]([CH3:23])=[C:20]([CH3:24])[N:19]=1. Procedure: Using the method of Examples 34-50, dimethylsulfamoyl chloride was reacted with 1-[2-(2-aminoethoxy)ethyl]-2,6,7-trimethyl-1H-imidazo[4,5-c]pyridin-4-amine to provide the desired compound. The product was purified using Method A. The observed accurate mass was 371.1861. As a reaction SMILES: [Br:1][c:2]1[c:3]([CH2:4][N:5]2[C:6](=[O:19])[CH2:7][CH2:8][CH:9]2[C:10]([O:11][SiH2:12][C:13]([CH3:14])([CH3:15])[CH3:16])([CH3:17])[CH3:18])[cH:20][c:21]([O:28][CH3:29])[c:22]([C:24]([CH3:25])([CH3:26])[CH3:27])[cH:23]1.[C:47](=[O:48])([O-:49])[O-:50].[CH2:30]([c:31]1[cH:32][cH:33][cH:34][cH:35][cH:36]1)[O:37][c:38]1[n:39][cH:40][cH:41][cH:42][c:43]1[B:44]([OH:45])[OH:46].[CH3:53][OH:54].[Cl:55][CH2:56][Cl:57].[Na+:51].[Na+:52].[cH:58]1[cH:59][cH:60][c:61]([P:62]([Pd:63]([P:64]([c:65]2[cH:66][cH:67][cH:68][cH:69][cH:70]2)([c:71]2[cH:72][cH:73][cH:74][cH:75][cH:76]2)[c:77]2[cH:78][cH:79][cH:80][cH:81][cH:82]2)([P:83]([c:84]2[cH:85][cH:86][cH:87][cH:88][cH:89]2)([c:90]2[cH:91][cH:92][cH:93][cH:94][cH:95]2)[c:96]2[cH:97][cH:98][cH:99][cH:100][cH:101]2)[P:102]([c:103]2[cH:104][cH:105][cH:106][cH:107][cH:108]2)([c:109]2[cH:110][cH:111][cH:112][cH:113][cH:114]2)[c:115]2[cH:116][cH:117][cH:118][cH:119][cH:120]2)([c:121]2[cH:122][cH:123][cH:124][cH:125][cH:126]2)[c:127]2[cH:128][cH:129][cH:130][cH:131][cH:132]2)[cH:133][cH:134]1>>[c:2]1(-[c:43]2[c:38]([O:37][CH2:30][c:31]3[cH:32][cH:33][cH:34][cH:35][cH:36]3)[n:39][cH:40][cH:41][cH:42]2)[c:3]([CH2:4][N:5]2[C:6](=[O:19])[CH2:7][CH2:8][CH:9]2[C:10]([O:11][SiH2:12][C:13]([CH3:14])([CH3:15])[CH3:16])([CH3:17])[CH3:18])[cH:20][c:21]([O:28][CH3:29])[c:22]([C:24]([CH3:25])([CH3:26])[CH3:27])[cH:23]1. Starting materials: COc1cc(CN2C(=O)CCC2C(C)(C)O[SiH2]C(C)(C)C)c(Br)cc1C(C)(C)C, O=C([O-])[O-], OB(O)c1cccnc1OCc1ccccc1, CO, ClCCl, [Na+], [Na+], c1ccc(P(c2ccccc2)(c2ccccc2)[Pd](P(c2ccccc2)(c2ccccc2)c2ccccc2)(P(c2ccccc2)(c2ccccc2)c2ccccc2)P(c2ccccc2)(c2ccccc2)c2ccccc2)cc1. The product is COc1cc(CN2C(=O)CCC2C(C)(C)O[SiH2]C(C)(C)C)c(-c2cccnc2OCc2ccccc2)cc1C(C)(C)C. Starting materials: NC[C@H](O)C1=CC2=C(OC(OC2)(C)C)C=C1 ((1R)-2-amino-1-(2,2-dimethyl4H-1,3-benzodioxin-6-yl)ethanol), C(C)(C)N(CC)C(C)C (diisopropylethylamine), BrCCCCCCOCCCCC1=CC=C2CCCS(C2=C1)(=O)=O (7-{4[(6-bromohexyl)oxy]butyl}thiochromane 1,1-dioxide). Run in O1CCCC1 (tetrahydrofuran), CN(C=O)C (dimethylformamide). Run at temperature 50 celsius. The product is CC1(OCC2=C(O1)C=CC(=C2)[C@H](CNCCCCCCOCCCCC2=CC=C1CCCS(C1=C2)(=O)=O)O)C ((1R)-1-(2,2-Dimethyl4H-1,3-benzodioxin-6-yl)-2-({6-[4-(1,1-dioxido-3,4-dihydro-2H-thiochromen-7-yl)butoxy]hexyl}amino)ethanol). Yield: 83.3%. As a reaction SMILES: [NH2:1][CH2:2][C@@H:3]([C:5]1[CH:16]=[CH:15][C:8]2[O:9][C:10]([CH3:14])([CH3:13])[O:11][CH2:12][C:7]=2[CH:6]=1)[OH:4].C(N(C(C)C)CC)(C)C.Br[CH2:27][CH2:28][CH2:29][CH2:30][CH2:31][CH2:32][O:33][CH2:34][CH2:35][CH2:36][CH2:37][C:38]1[CH:47]=[C:46]2[C:41]([CH2:42][CH2:43][CH2:44][S:45]2(=[O:49])=[O:48])=[CH:40][CH:39]=1>O1CCCC1.CN(C)C=O>[CH3:14][C:10]1([CH3:13])[O:9][C:8]2[CH:15]=[CH:16][C:5]([C@@H:3]([OH:4])[CH2:2][NH:1][CH2:27][CH2:28][CH2:29][CH2:30][CH2:31][CH2:32][O:33][CH2:34][CH2:35][CH2:36][CH2:37][C:38]3[CH:47]=[C:46]4[C:41]([CH2:42][CH2:43][CH2:44][S:45]4(=[O:49])=[O:48])=[CH:40][CH:39]=3)=[CH:6][C:7]=2[CH2:12][O:11]1. Procedure: To a solution of (1R)-2-amino-1-(2,2-dimethyl4H-1,3-benzodioxin-6-yl)ethanol (128 mg) in dry tetrahydrofuran (6 ml) and dimethylformamide (2 ml) was added diisopropylethylamine (0.066 ml) and 7-{4[(6-bromohexyl)oxy]butyl}thiochromane 1,1-dioxide (120 mg). The reaction mixture was heated at 50° C. for 17 h. The mixture was then concentrated in vacuo and the residue was purified by chromatography on a Biotage cartridge (8 g) eluting with dichloromethane-ethanol-aqueous ammonia solution (100:8:1) t...